The task is: describe an organic reaction: reactants, conditions, products, and yield. This data is from the Open Reaction Database (ORD), a public repository of structured organic reaction records. The reactants are FC(C(C1=CC=CC=C1)CS(=O)(=O)[O-])(F)F (α-(trifluoromethyl)benzylmesylate), [N-]=[N+]=[N-].[Na+] (sodium azide). Run in CN(C)C=O (DMF). Conditions: temperature 60 celsius, time 48 hour. The product is FC(C(C1=CC=CC=C1)N=[N+]=[N-])(F)F (α-(trifluoromethyl)benzylazide). The yield is 38.4%. RXN SMILES: [F:1][C:2]([F:16])([F:15])[CH:3](CS([O-])(=O)=O)[C:4]1[CH:9]=[CH:8][CH:7]=[CH:6][CH:5]=1.[N-:17]=[N+:18]=[N-:19].[Na+]>CN(C=O)C>[F:1][C:2]([F:16])([F:15])[CH:3]([N:17]=[N+:18]=[N-:19])[C:4]1[CH:9]=[CH:8][CH:7]=[CH:6][CH:5]=1 |f:1.2|. Reported procedure: To a solution of α-(trifluoromethyl)benzylmesylate (2.8 g, 11.0 mmol) in DMF (15 mL), sodium azide (7.38 g, 110 mmol) was added. The reaction mixture was stirred at 60° C. for 48 hours. Then the reaction mixture was partitioned between ethyl acetate and water. The organic layer was dried over MgSO4 and filtered. The solvent was evaporated and chromatography of the resulting solid on silica gel gave the desired product (849 mg, 37%). EI-MS m/z 202 (M+). The reactants are FC([C@@H](C=1C=NC(=CC1)NN)N1C[C@H](CC1)NC(OC(C)(C)C)=O)(F)F (tert-Butyl (S)-1-((R)-2,2,2-trifluoro-1-(6-hydrazinylpyridin-3-yl)ethyl)pyrrolidin-3-ylcarbamate), FC=1C=C2C=CC(=NC2=CC1OC(C)C)C=O (6-fluoro-7-isopropoxyquinoline-2-carbaldehyde). Solvent: C(C)O (ethanol). Product: FC([C@@H](C=1C=NC(=CC1)N/N=C/C1=NC2=CC(=C(C=C2C=C1)F)OC(C)C)N1C[C@H](CC1)NC(OC(C)(C)C)=O)(F)F (tert-butyl (S)-1-((R)-2,2,2-trifluoro-1-(6-((E)-2-((6-fluoro-7-isopropoxyquinolin-2-yl)methylene)hydrazinyl)pyridin-3-yl)ethyl)pyrrolidin-3-ylcarbamate). Reaction SMILES: [F:1][C:2]([F:26])([F:25])[C@H:3]([N:12]1[CH2:16][CH2:15][C@H:14]([NH:17][C:18](=[O:24])[O:19][C:20]([CH3:23])([CH3:22])[CH3:21])[CH2:13]1)[C:4]1[CH:5]=[N:6][C:7]([NH:10][NH2:11])=[CH:8][CH:9]=1.[F:27][C:28]1[CH:29]=[C:30]2[C:35](=[CH:36][C:37]=1[O:38][CH:39]([CH3:41])[CH3:40])[N:34]=[C:33]([CH:42]=O)[CH:32]=[CH:31]2>C(O)C>[F:26][C:2]([F:25])([F:1])[C@H:3]([N:12]1[CH2:16][CH2:15][C@H:14]([NH:17][C:18](=[O:24])[O:19][C:20]([CH3:22])([CH3:23])[CH3:21])[CH2:13]1)[C:4]1[CH:5]=[N:6][C:7]([NH:10]/[N:11]=[CH:42]/[C:33]2[CH:32]=[CH:31][C:30]3[C:35](=[CH:36][C:37]([O:38][CH:39]([CH3:41])[CH3:40])=[C:28]([F:27])[CH:29]=3)[N:34]=2)=[CH:8][CH:9]=1. Reported procedure: tert-Butyl (S)-1-((R)-2,2,2-trifluoro-1-(6-hydrazinylpyridin-3-yl)ethyl)pyrrolidin-3-ylcarbamate (451 mg, 1.20 mmol) and 6-fluoro-7-isopropoxyquinoline-2-carbaldehyde (280 mg, 1.20 mmol) in ethanol (5 mL) were stirred at ambient temperature for 24 hours. After concentration, the residue was used in the next step without purification. Reactants: CC(C=C(Br)Br)(C)C1=CC=C(C=C1)OC (4-(1,1-Dimethyl-3,3-dibromo-2-propenyl)anisole), C1(=CC=CC=C1)OC#N (Phenylcyanate), CC(C#CC)(C)C1=CC=C(C=C1)OC (4-(1,1-Dimethyl-2-butynyl)anisole). The product is C(#N)C#CC(C)(C)C1=CC=C(C=C1)OC (4-(3-Cyano-1,1-dimethyl-2-propynyl)anisole). Reaction SMILES: [CH3:1][C:2]([C:8]1[CH:13]=[CH:12][C:11]([O:14][CH3:15])=[CH:10][CH:9]=1)([CH3:7])[CH:3]=[C:4](Br)Br.C1(O[C:23]#[N:24])C=CC=CC=1.CC(C1C=CC(OC)=CC=1)(C)C#CC>>[C:23]([C:4]#[C:3][C:2]([C:8]1[CH:13]=[CH:12][C:11]([O:14][CH3:15])=[CH:10][CH:9]=1)([CH3:7])[CH3:1])#[N:24]. Procedure details: This compound was prepared from Compound 53 and Compound 62 in the same manner of Compound 54. The reactants are CN1CCC(CC1)(C1=CC=CC=C1)OC1=CC=C(C=C1)[N+](=O)[O-] (1-methyl-4-(4-nitrophenoxy)-4-phenylpiperidine), [H][H] (hydrogen). Reagents/catalysts: [Pd] (palladium on charcoal). Solvent: CO (methanol). Yields the product NC1=CC=C(OC2(CCN(CC2)C)C2=CC=CC=C2)C=C1 (4-(4-Aminophenoxy)-1-methyl-4-phenylpiperidine). Isolated yield 50.3%. As a reaction SMILES: [CH3:1][N:2]1[CH2:7][CH2:6][C:5]([O:14][C:15]2[CH:20]=[CH:19][C:18]([N+:21]([O-])=O)=[CH:17][CH:16]=2)([C:8]2[CH:13]=[CH:12][CH:11]=[CH:10][CH:9]=2)[CH2:4][CH2:3]1.[H][H]>CO.[Pd]>[NH2:21][C:18]1[CH:19]=[CH:20][C:15]([O:14][C:5]2([C:8]3[CH:9]=[CH:10][CH:11]=[CH:12][CH:13]=3)[CH2:4][CH2:3][N:2]([CH3:1])[CH2:7][CH2:6]2)=[CH:16][CH:17]=1. Procedure details: A solution of 1-methyl-4-(4-nitrophenoxy)-4-phenylpiperidine (4.4 g, 14.1 mM) in methanol (250 ml) was hydrogenated at 1 atmosphere and ambient temperature over 5% palladium on charcoal (500 mg) until the theoretical uptake of hydrogen had occurred (about 2 hours). The catalyst was removed by filtration and the solvent evaporated under reduced pressure. Recrystallisation of the residue from IPA gave the title compound (2 g) m.p. 174°-5°. Starting materials: [Li]CCCC (n-BuLi), BrC=1C=C2C=NN(C2=CC1)C1=CC=C(C=C1)F (5-bromo-1-(4-fluorophenyl)-1H-indazole), C(C)OC(=O)C=1N(C=C(C1)C(C(F)(F)F)=O)CC=C (1-allyl-4-(2,2,2-trifluoroacetyl)-1H-pyrrole-2-carboxylic acid ethyl ester). The solvent is C1CCOC1 (THF), C1CCOC1 (THF). Run at time 30 minute. Product: C(C)OC(=O)C=1N(C=C(C1)C(C(F)(F)F)(O)C=1C=C2C=NN(C2=CC1)C1=CC=C(C=C1)F)CC=C (1-Allyl-4-{2,2,2-trifluoro-1-[1-(4-fluorophenyl)-1H-indazol-5-yl]-1-hydroxyethyl}-1H-pyrrole-2-carboxylic acid ethyl ester). The yield is 32.0%. As a reaction SMILES: Br[C:2]1[CH:3]=[C:4]2[C:8](=[CH:9][CH:10]=1)[N:7]([C:11]1[CH:16]=[CH:15][C:14]([F:17])=[CH:13][CH:12]=1)[N:6]=[CH:5]2.[Li]CCCC.[CH2:23]([O:25][C:26]([C:28]1[N:29]([CH2:39][CH:40]=[CH2:41])[CH:30]=[C:31]([C:33](=[O:38])[C:34]([F:37])([F:36])[F:35])[CH:32]=1)=[O:27])[CH3:24]>C1COCC1>[CH2:23]([O:25][C:26]([C:28]1[N:29]([CH2:39][CH:40]=[CH2:41])[CH:30]=[C:31]([C:33]([C:2]2[CH:3]=[C:4]3[C:8](=[CH:9][CH:10]=2)[N:7]([C:11]2[CH:16]=[CH:15][C:14]([F:17])=[CH:13][CH:12]=2)[N:6]=[CH:5]3)([OH:38])[C:34]([F:36])([F:35])[F:37])[CH:32]=1)=[O:27])[CH3:24]. Reported procedure: To a chilled (−78° C.) solution of 5-bromo-1-(4-fluorophenyl)-1H-indazole (2.0 g, 6.8 mmol, 1.2 equiv.) in 20 mL of THF was added n-BuLi (2.5 mL, 6.2 mmol, 1.1 equiv.) followed by a chilled (−78° C.) solution of 1-allyl-4-(2,2,2-trifluoroacetyl)-1H-pyrrole-2-carboxylic acid ethyl ester (1.6 g, 5.7 mmol, 1.0 equiv.) in 3 mL of THF in one portion. After 30 minutes, the mixture was quenched with water, warmed to room temperature, diluted with brine, and extracted with EtOAc. The combined organics w... Reactants: [C@@H]1(C[C@H](O)[C@@H](CO)O1)N1C(=O)NC(=O)C=C1 (2'-deoxyuridine), C(C1=CC=CC=C1)(C1=CC=CC=C1)(C1=CC=CC=C1)Cl (trityl chloride), ice water. The solvent is N1=CC=CC=C1 (pyridine). Reaction conditions: temperature 100 celsius. Yields the product C(C1=CC=CC=C1)(C1=CC=CC=C1)(C1=CC=CC=C1)C([C@@H]1[C@H](C[C@@H](O1)N1C(=O)NC(=O)C=C1)O)O (5'-Trityl-2'-deoxyuridine). As a reaction SMILES: [C@@H:1]1([N:9]2[CH:16]=[CH:15][C:13](=[O:14])[NH:12][C:10]2=[O:11])[O:8][C@H:5]([CH2:6][OH:7])[C@@H:3]([OH:4])[CH2:2]1.[C:17](Cl)([C:30]1[CH:35]=[CH:34][CH:33]=[CH:32][CH:31]=1)([C:24]1[CH:29]=[CH:28][CH:27]=[CH:26][CH:25]=1)[C:18]1[CH:23]=[CH:22][CH:21]=[CH:20][CH:19]=1>N1C=CC=CC=1>[C:17]([CH:6]([OH:7])[C@H:5]1[O:8][C@@H:1]([N:9]2[CH:16]=[CH:15][C:13](=[O:14])[NH:12][C:10]2=[O:11])[CH2:2][C@@H:3]1[OH:4])([C:18]1[CH:23]=[CH:22][CH:21]=[CH:20][CH:19]=1)([C:30]1[CH:31]=[CH:32][CH:33]=[CH:34][CH:35]=1)[C:24]1[CH:25]=[CH:26][CH:27]=[CH:28][CH:29]=1. Procedure details: A mixture of 2'-deoxyuridine (11.4 g, 0.05 mole) and trityl chloride (13.95 g, 0.05 mole) in dry pyridine 55 ml) was heated at 100° C. for 40 min. After cooling, the mixture was poured into an ice-water mixture (1 l), the precipitate filtered, washed with water, dissolved in chloroform, dried (MgSO4), and then evaporated to a syrup (20.5 g, 85%).